Dataset: the Open Reaction Database (ORD), a public repository of structured organic reaction records. Task: describe an organic reaction: reactants, conditions, products, and yield The reactants are Brc1cccc2sccc12, CC(C)(C)OC(=O)CC#N, CC(C)(C)[O-], CCOC(C)=O, COCCOC, Cl, [K+], O, Cl[Pd]Cl, c1ccc(P(c2ccccc2)c2ccccc2)cc1, c1ccc(P(c2ccccc2)c2ccccc2)cc1, c1ccc(P(c2ccccc2)c2ccccc2)cc1. Yields the product CC(C)(C)OC(=O)C(C#N)c1cccc2sccc12. RXN SMILES: [Br:1][c:2]1[cH:3][cH:4][cH:5][c:6]2[c:7]1[cH:8][cH:9][s:10]2.[C:17](#[N:18])[CH2:19][C:20](=[O:21])[O:22][C:23]([CH3:24])([CH3:25])[CH3:26].[CH3:11][C:12]([CH3:13])([O-:14])[CH3:15].[CH3:88][CH2:89][O:90][C:91](=[O:92])[CH3:93].[CH3:95][O:96][CH2:97][CH2:98][O:99][CH3:100].[ClH:46].[K+:16].[OH2:94].[Pd:47]([Cl:48])[Cl:49].[c:27]1([P:28]([c:29]2[cH:30][cH:31][cH:32][cH:33][cH:34]2)[c:35]2[cH:36][cH:37][cH:38][cH:39][cH:40]2)[cH:41][cH:42][cH:43][cH:44][cH:45]1.[c:50]1([P:51]([c:52]2[cH:53][cH:54][cH:55][cH:56][cH:57]2)[c:58]2[cH:59][cH:60][cH:61][cH:62][cH:63]2)[cH:64][cH:65][cH:66][cH:67][cH:68]1.[c:69]1([P:70]([c:71]2[cH:72][cH:73][cH:74][cH:75][cH:76]2)[c:77]2[cH:78][cH:79][cH:80][cH:81][cH:82]2)[cH:83][cH:84][cH:85][cH:86][cH:87]1>>[c:2]1([CH:19]([C:17]#[N:18])[C:20](=[O:21])[O:22][C:23]([CH3:24])([CH3:25])[CH3:26])[cH:3][cH:4][cH:5][c:6]2[c:7]1[cH:8][cH:9][s:10]2. Reactants: BrC1=C(C=C(C=O)C=C1)[N+](=O)[O-] (4-bromo-3-nitro-benzaldehyde), CC1(CC(CC(C1)=O)=O)C (5,5-dimethyl-1,3-cyclohexanedione), aqueous solution, N (ammonia). The solvent is C(C)O (ethanol). The product is BrC1=C(C=C(C=C1)C1C=2C(CC(CC2NC=2CC(CC(C12)=O)(C)C)(C)C)=O)[N+](=O)[O-] (9-(4-bromo-3-nitro-phenyl)-3,4,6,7,9,10-hexahydro-3,3,6,6-tetramethyl-1,8(2H,5H)-acridinedione). RXN SMILES: [CH3:1][C:2]1([CH3:10])[CH2:7][C:6](=[O:8])[CH2:5][C:4](=O)[CH2:3]1.[NH3:11].[Br:12][C:13]1[CH:20]=[CH:19][C:16]([CH:17]=O)=[CH:15][C:14]=1[N+:21]([O-:23])=[O:22]>C(O)C>[Br:12][C:13]1[CH:20]=[CH:19][C:16]([CH:17]2[C:5]3[C:6](=[O:8])[CH2:7][C:2]([CH3:10])([CH3:1])[CH2:3][C:4]=3[NH:11][C:4]3[CH2:3][C:2]([CH3:10])([CH3:1])[CH2:7][C:6](=[O:8])[C:5]2=3)=[CH:15][C:14]=1[N+:21]([O-:23])=[O:22]. Procedure details: A solution of 1.94 g of 5,5-dimethyl-1,3-cyclohexanedione and 1.5 ml of a 25% aqueous solution of ammonia in 10 ml of absolute ethanol was heated at reflux under an atmosphere of nitrogen for 2 hours. The mixture was cooled to room temperature and 1.588 g of 4-bromo-3-nitro-benzaldehyde were added. The mixture was then heated at reflux for a further 18 hours, cooled and filtered. The residue was washed with 25 ml of cold diethyl ether and crystallized from dimethylformamide/water to give 2.36 g ... Reactants: FC(OC1=C(C(=O)O)C=CC=C1)(F)F (2-trifluoromethoxy benzoic acid), ClS(=O)(=O)O (chlorosulfonic acid). Conditions: temperature 70 celsius, time 4 hour. Yields the product ClS(=O)(=O)C=1C=CC(=C(C(=O)O)C1)OC(F)(F)F (5-Chlorosulfonyl-2-trifluoromethoxy-benzoic acid). RXN SMILES: [F:1][C:2]([F:14])([F:13])[O:3][C:4]1[CH:12]=[CH:11][CH:10]=[CH:9][C:5]=1[C:6]([OH:8])=[O:7].[Cl:15][S:16](O)(=[O:18])=[O:17]>>[Cl:15][S:16]([C:10]1[CH:11]=[CH:12][C:4]([O:3][C:2]([F:13])([F:14])[F:1])=[C:5]([CH:9]=1)[C:6]([OH:8])=[O:7])(=[O:18])=[O:17]. Procedure: A solution of 2-trifluoromethoxy benzoic acid [1979-29-9](1.0 g) was added in small batches to chlorosulfonic acid (3.2 mL) at 0° C. After completion of the addition, the reaction mixture was stirred at 70° C. for 4 hours then left at room temperature overnight and heated at 75° C. for another 3 hours. After such time the reaction was slowly poured onto ice, and the precipitate was then filtered, washed with water and dried to yield the title compound as a white solid (1.2 g). MS (m/e): 303.3 (M...